Dataset: the Open Reaction Database (ORD), a public repository of structured organic reaction records. Task: describe an organic reaction: reactants, conditions, products, and yield The reactants are CCCCCCCCCCCC1CC(O)C(CCCCCC)C(=O)O1, CC(C)=O, O. The product is CCCCCCCCCCCC1CC(=O)C(CCCCCC)C(=O)O1. As a reaction SMILES: [CH2:1]([CH2:2][CH2:3][CH2:4][CH2:5][CH3:6])[CH:7]1[C:8](=[O:25])[O:9][CH:10]([CH2:14][CH2:15][CH2:16][CH2:17][CH2:18][CH2:19][CH2:20][CH2:21][CH2:22][CH2:23][CH3:24])[CH2:11][CH:12]1[OH:13].[CH3:27][C:28](=[O:29])[CH3:30].[OH2:26]>>[CH2:1]([CH2:2][CH2:3][CH2:4][CH2:5][CH3:6])[CH:7]1[C:8](=[O:25])[O:9][CH:10]([CH2:14][CH2:15][CH2:16][CH2:17][CH2:18][CH2:19][CH2:20][CH2:21][CH2:22][CH2:23][CH3:24])[CH2:11][C:12]1=[O:13]. The reactants are CCCCc1ccc(CCCCO)cc1, CN(C)c1ccccn1, ClCCl, O, Cc1ccc(S(=O)(=O)Cl)cc1, c1ccncc1. The product is CCCCc1ccc(CCCCOS(=O)(=O)c2ccc(C)cc2)cc1. Reaction SMILES: [CH2:1]([CH2:2][CH2:3][CH3:4])[c:5]1[cH:6][cH:7][c:8]([CH2:11][CH2:12][CH2:13][CH2:14][OH:15])[cH:9][cH:10]1.[CH3:33][N:34]([c:35]1[cH:36][cH:37][cH:38][cH:39][n:40]1)[CH3:41].[Cl:42][CH2:43][Cl:44].[OH2:45].[S:16](=[O:17])(=[O:18])([c:19]1[cH:20][cH:21][c:22]([CH3:23])[cH:24][cH:25]1)[Cl:26].[cH:27]1[cH:28][cH:29][n:30][cH:31][cH:32]1>>[CH2:1]([CH2:2][CH2:3][CH3:4])[c:5]1[cH:6][cH:7][c:8]([CH2:11][CH2:12][CH2:13][CH2:14][O:15][S:16](=[O:17])(=[O:18])[c:19]2[cH:20][cH:21][c:22]([CH3:23])[cH:24][cH:25]2)[cH:9][cH:10]1. Reactants: CO, COC(=O)C(C)(SC)c1cccc(C2(c3ccccc3)OCCO2)c1, [Na+], [OH-], O. The product is CSC(C)(C(=O)O)c1cccc(C2(c3ccccc3)OCCO2)c1. Reaction SMILES: [CH3:1][OH:2].[CH3:3][S:4][C:5]([C:6](=[O:7])[O:8][CH3:9])([CH3:10])[c:11]1[cH:12][c:13]([C:17]2([c:22]3[cH:23][cH:24][cH:25][cH:26][cH:27]3)[O:18][CH2:19][CH2:20][O:21]2)[cH:14][cH:15][cH:16]1.[Na+:29].[OH-:28].[OH2:30]>>[CH3:3][S:4][C:5]([C:6](=[O:7])[OH:8])([CH3:10])[c:11]1[cH:12][c:13]([C:17]2([c:22]3[cH:23][cH:24][cH:25][cH:26][cH:27]3)[O:18][CH2:19][CH2:20][O:21]2)[cH:14][cH:15][cH:16]1.